This data is from the Open Reaction Database (ORD), a public repository of structured organic reaction records. The task is: describe an organic reaction: reactants, conditions, products, and yield Reactants: [H][H] (hydrogen), COC1=C(C(=C(C(=O)O)C=C1)[N+](=O)[O-])OCCCCC (4-Methoxy-2-nitro-3-pentyloxybenzoic acid). The reagents and catalysts are [C].[Pd] (palladium-carbon). Solvent: C(C)O (ethanol). The product is NC1=C(C(=O)O)C=CC(=C1OCCCCC)OC (2-amino-4-methoxy-3-pentyloxybenzoic acid). Yield: 94.7%. As a reaction SMILES: [CH3:1][O:2][C:3]1[CH:11]=[CH:10][C:6]([C:7]([OH:9])=[O:8])=[C:5]([N+:12]([O-])=O)[C:4]=1[O:15][CH2:16][CH2:17][CH2:18][CH2:19][CH3:20].[H][H]>[C].[Pd].C(O)C>[NH2:12][C:5]1[C:4]([O:15][CH2:16][CH2:17][CH2:18][CH2:19][CH3:20])=[C:3]([O:2][CH3:1])[CH:11]=[CH:10][C:6]=1[C:7]([OH:9])=[O:8] |f:2.3|. Procedure: 4-Methoxy-2-nitro-3-pentyloxybenzoic acid (26.8 g, 94.6 mmol) and ethanol (350 ml) were mixed, and 10% palladium-carbon catalyst (2.6 g) was added to this solution. The reaction miture was stirred at room temperature for 7.5 hours in a hydrogen gas stream (3 kgf/cm2) and filtered. The filtrate was concentrated under reduced pressure, and the precipitated crystals were collected by filtration to give 2-amino-4-methoxy-3-pentyloxybenzoic acid (22.7 g, 95%) as gray crystals. Solvent: N1=CC=CC=C1 (pyridine). Procedure: To a solution of 4-methylpentanol (3.0 ml) in pyridine (20 ml) were added in turn with p-toluenesulfonyl chloride (4.6 g) and 4-N,N-dimethylaminopyridine (1.5 g) at ambient temperature. After stirring at ambient temperature, the reaction mixture was taken up into a mixture of ethyl acetate (100 ml) and water (100 ml). The separated organic layer was washed in turn with hydrochloric acid (1N), water, aqueous sodium hydrogencarbonate, and brine, and dried over magnesium sulfate. Evaporation gave 1... Starting materials: CC(CCCO)C (4-methylpentanol), C1(=CC=C(C=C1)S(=O)(=O)Cl)C (p-toluenesulfonyl chloride), 4-N,N-dimethylaminopyridine, C(C)(=O)OCC (ethyl acetate), O (water). The product is C1(=CC=C(C=C1)S(=O)(=O)OCCCC(C)C)C (1-p-Toluenesulfonyloxy-4-methylpentane). As a reaction SMILES: [CH3:1][CH:2]([CH3:7])[CH2:3][CH2:4][CH2:5][OH:6].[C:8]1([CH3:18])[CH:13]=[CH:12][C:11]([S:14](Cl)(=[O:16])=[O:15])=[CH:10][CH:9]=1.C(OCC)(=O)C.O>N1C=CC=CC=1>[C:8]1([CH3:18])[CH:13]=[CH:12][C:11]([S:14]([O:6][CH2:5][CH2:4][CH2:3][CH:2]([CH3:7])[CH3:1])(=[O:16])=[O:15])=[CH:10][CH:9]=1. Reactants: CS(=O)C (dimethylsulfoxide), O=C1N(C(CC1)=O)OC(CCC(=O)NCC1OC2=C(O1)C=CC(=C2)CC(C)N(C(C(F)(F)F)=O)CC)=O (N-(5-{2-[ethyl-(2,2,2-trifluoro-acetyl)-amino]-propyl}-benzo[1,3]dioxol-2-ylmethyl)-succinamic Acid 2,5-dioxo-pyrrolidin-1-yl ester), N[C@@H](CCCCN)C(=O)O (lysine). Run in CN(C)C=O (DMF), P(=O)([O-])([O-])[O-].[K+].[K+].[K+] (potassium phosphate). Conditions: time 18 hour. Yields the product CCNC(C)CC1=CC2=C(C=C1)OCO2 (MDEA). Reaction SMILES: CS(C)=O.O=C1CCC(=O)N1OC(=O)CCC(NC[CH:20]1[O:24][C:23]2[CH:25]=[CH:26][C:27]([CH2:29][CH:30]([N:32](CC)[C:33](=O)[C:34](F)(F)F)[CH3:31])=[CH:28][C:22]=2[O:21]1)=O.N[C@H](C(O)=O)CCCCN>P([O-])([O-])([O-])=O.[K+].[K+].[K+].CN(C=O)C>[CH3:34][CH2:33][NH:32][CH:30]([CH2:29][C:27]1[CH:26]=[CH:25][C:23]2[O:24][CH2:20][O:21][C:22]=2[CH:28]=1)[CH3:31] |f:3.4.5.6|. Procedure: A solution of 188 mg of keyhole limpet hemocyanin (KLH) in 5.5 ml of 50 mM potassium phosphate (pH 7.5) was cooled in an ice-bath. To the solution were added 6 mL of dimethylsulfoxide dropwise, and the reaction temperature was maintained below room temperature. Then a solution of 54 mg (0.10 mmol) of 2L in 1.2 mL of DMF was added to the protein solution dropwise. The mixture was allowed to stir at room temperature 18 hours. The resulting conjugate was placed in a dialysis tube (10,000 MW cut-off... Starting materials: ClC1=NC(=CC(=N1)C)C1=CC=C(C=C1)C(F)(F)F (2-chloro-4-methyl-6-(4-trifluoromethyl-phenyl)pyrimidine), ClC1=NC=CC(=C1)B(O)O (2-chloro-pyridine-4-boronic acid). The product is ClC1=NC=CC(=C1)C1=NC(=CC(=N1)C1=CC=C(C=C1)C(F)(F)F)C (2-(2-Chloro-pyridin-4-yl)-4-(4-trifluoromethyl-phenyl)-6-methyl-pyrimidine), solid. Yield: 50.0%. Reaction SMILES: Cl[C:2]1[N:7]=[C:6]([CH3:8])[CH:5]=[C:4]([C:9]2[CH:14]=[CH:13][C:12]([C:15]([F:18])([F:17])[F:16])=[CH:11][CH:10]=2)[N:3]=1.[Cl:19][C:20]1[CH:25]=[C:24](B(O)O)[CH:23]=[CH:22][N:21]=1>>[Cl:19][C:20]1[CH:25]=[C:24]([C:2]2[N:3]=[C:4]([C:9]3[CH:14]=[CH:13][C:12]([C:15]([F:18])([F:17])[F:16])=[CH:11][CH:10]=3)[CH:5]=[C:6]([CH3:8])[N:7]=2)[CH:23]=[CH:22][N:21]=1. Reported procedure: The title compound was prepared from 2-chloro-4-methyl-6-(4-trifluoromethyl-phenyl)pyrimidine (example A.12) (0.27 g, 1.0 mmol) and commercially available 2-chloro-pyridine-4-boronic acid (0.21 g, 1.3 mmol) according to the general procedure IVb. Obtained as an off-white solid (0.175 g, 50%). MS (ISP) 350.4 [(M+H)+]; mp 147° C.